From a dataset of the Open Reaction Database (ORD), a public repository of structured organic reaction records. describe an organic reaction: reactants, conditions, products, and yield The reactants are C(C)N1C2=CC=CC=C2OC=2C=CC=CC12 (10-Ethylphenoxazine), Example 1 ( 2 ), C1(=CC=CC=C1)C (toluene), CN(C)C=O (DMF), P(=O)(Cl)(Cl)Cl (phosphorus oxychloride). The reagents and catalysts are [Cl-].[Zn+2].[Cl-] (zinc chloride). The product is C(=O)C=1C=CC=2N(C3=CC=C(C=C3OC2C1)C=O)CC (3,7-Diformyl-10-ethylphenoxazine). Reaction SMILES: C([N:3]1[C:16]2[CH:15]=[CH:14][CH:13]=[CH:12][C:11]=2[O:10][C:9]2[C:4]1=CC=CC=2)C.CN([CH:20]=[O:21])C.P(Cl)(Cl)(Cl)=[O:23].[C:27]1([CH3:33])[CH:32]=[CH:31][CH:30]=[CH:29][CH:28]=1>[Cl-].[Zn+2].[Cl-]>[CH:33]([C:27]1[CH:32]=[CH:31][C:30]2[N:3]([CH2:4][CH3:9])[C:16]3[C:11]([O:10][C:29]=2[CH:28]=1)=[CH:12][C:13]([CH:20]=[O:21])=[CH:14][CH:15]=3)=[O:23] |f:4.5.6|. Procedure details: Reaction was conducted using 2.7 g (12.8 mmol) of 10-ethylphenoxazine (4c), 3.8 g (52.0 mmol) of DMF, 1.8 g (13.2 mmol) of zinc chloride, 7.8 g (50.9 mmol) of phosphorus oxychloride, and 50 ml of toluene in the same manner as in Example 1 (2). The resultant reaction mixture was treated in the same manner to obtain 2.47 g of 3,7-diformyl-10-ethylphenoxazine (2c).